This data is from the Open Reaction Database (ORD), a public repository of structured organic reaction records. The task is: describe an organic reaction: reactants, conditions, products, and yield The reactants are C(C=O)(=O)OCC (ethyl glyoxalate), FC1=CC(=C(N)C=C1)C (4-fluoro-2-methyl-aniline). The solvent is C1(=CC=CC=C1)C (toluene), C1(=CC=CC=C1)C (toluene). Product: C(C)OC(CNC1=C(C=C(C=C1)F)C)=O ((4-Fluoro-2-methyl-phenylamino)-acetic acid ethyl ester). As a reaction SMILES: [C:1]([O:5][CH2:6][CH3:7])(=[O:4])[CH:2]=O.[F:8][C:9]1[CH:15]=[CH:14][C:12]([NH2:13])=[C:11]([CH3:16])[CH:10]=1>C1(C)C=CC=CC=1>[CH2:6]([O:5][C:1](=[O:4])[CH2:2][NH:13][C:12]1[CH:14]=[CH:15][C:9]([F:8])=[CH:10][C:11]=1[CH3:16])[CH3:7]. Reported procedure: A solution of ethyl glyoxalate (50% solution in toluene—40.8 mL) in toluene (180 mL) was heated to reflux for 1.5 hours under a Nitrogen atmosphere, in a flask equipped with a Dean Stark apparatus. Then, a solution of 4-fluoro-2-methyl-aniline (10 g) in dry toluene (20 mL) was slowly added. The mixture was heated to reflux for 3 hours, then it was concentrated in vacuo. The residue was purified by flash chromatography (toluene/CH/AcOEt 4:4:2) to give the title compound (13.06 g) as a yellow oil. Starting materials: C1(=CC=CC=C1)CCCCCCOCC1CO1 (6-phenylhexylglycidyl ether), CC(CC1=CC=C(C=C1)OC)(C)N (1,1-dimethyl-2-(4-methoxyphenyl)ethylamine). Yields the product OC(CNC(CC1=CC=C(C=C1)OC)(C)C)COCCCCCCC1=CC=CC=C1 (N-[2-hydroxy-3-(6-phenylhexanoxy)propyl]-1,1-dimethyl-2-(4-methoxyphenyl)ethylamine). As a reaction SMILES: [C:1]1([CH2:7][CH2:8][CH2:9][CH2:10][CH2:11][CH2:12][O:13][CH2:14][CH:15]2[O:17][CH2:16]2)[CH:6]=[CH:5][CH:4]=[CH:3][CH:2]=1.[CH3:18][C:19]([NH2:30])([CH3:29])[CH2:20][C:21]1[CH:26]=[CH:25][C:24]([O:27][CH3:28])=[CH:23][CH:22]=1>>[OH:17][CH:15]([CH2:14][O:13][CH2:12][CH2:11][CH2:10][CH2:9][CH2:8][CH2:7][C:1]1[CH:2]=[CH:3][CH:4]=[CH:5][CH:6]=1)[CH2:16][NH:30][C:19]([CH3:29])([CH3:18])[CH2:20][C:21]1[CH:26]=[CH:25][C:24]([O:27][CH3:28])=[CH:23][CH:22]=1. Procedure: Using the method of Example 9, supra, 6-phenylhexylglycidyl ether (337 mg, 1.44 mmol) and 1,1-dimethyl-2-(4-methoxyphenyl)ethylamine (180 mg, 1 mmol) were used to prepare the title compound. Preparative TLC (20 cm×20 cm×2 mm silica, eluted with 1% MeOH/CHCl3) was used to purify the material and yielded 275 mg of free base: GC/El-MS, m/z (rel. int.) 398 (M+ -15,0.1), 293 (21), 292 (100), 163 (10), 121 (19), 114 (9), 91 (5), 90 (45), 71 (13), 70 (14), 58 (9). The reactants are ClC1=C(C#N)C=CC(=C1)O (2-chloro-4-hydroxy-benzonitrile), C(Cl)C1CO1 (epichlorohydrin). The product is ClC1=C(C#N)C=CC(=C1)OCC1OC1 (2-Chloro-4-oxiranylmethoxy-benzonitrile). As a reaction SMILES: [Cl:1][C:2]1[CH:9]=[C:8]([OH:10])[CH:7]=[CH:6][C:3]=1[C:4]#[N:5].[CH2:11]([CH:13]1[O:15][CH2:14]1)Cl>>[Cl:1][C:2]1[CH:9]=[C:8]([O:10][CH2:11][CH:13]2[CH2:14][O:15]2)[CH:7]=[CH:6][C:3]=1[C:4]#[N:5]. Reported procedure: The title compound was prepared from 2-chloro-4-hydroxy-benzonitrile and epichlorohydrin employing the procedures as set forth in Step 1 of Example 2.